Dataset: the Open Reaction Database (ORD), a public repository of structured organic reaction records. Task: describe an organic reaction: reactants, conditions, products, and yield The reactants are NC(=O)C1CCCN(CC2COc3ccccc3O2)C1, O=S(Cl)Cl. Product: N#CC1CCCN(CC2COc3ccccc3O2)C1. As a reaction SMILES: [O:1]1[CH:2]([CH2:11][N:12]2[CH2:13][CH:14]([C:18](=[O:19])[NH2:20])[CH2:15][CH2:16][CH2:17]2)[CH2:3][O:4][c:5]2[c:6]1[cH:7][cH:8][cH:9][cH:10]2.[S:21]([Cl:22])([Cl:23])=[O:24]>>[O:1]1[CH:2]([CH2:11][N:12]2[CH2:13][CH:14]([C:18]#[N:20])[CH2:15][CH2:16][CH2:17]2)[CH2:3][O:4][c:5]2[c:6]1[cH:7][cH:8][cH:9][cH:10]2. As a reaction SMILES: [CH:1]1[C:10]2[C:5](=[CH:6][CH:7]=[CH:8][CH:9]=2)[CH:4]=[CH:3][C:2]=1[CH2:11][C:12]1[CH:16]=[C:15]([C:17]2[CH:22]=[CH:21][N:20]=[CH:19][CH:18]=2)[S:14][C:13]=1[C:23]([O:25]CC)=[O:24].CO.O1CCCC1.O.[OH-].[Li+]>>[CH:1]1[C:10]2[C:5](=[CH:6][CH:7]=[CH:8][CH:9]=2)[CH:4]=[CH:3][C:2]=1[CH2:11][C:12]1[CH:16]=[C:15]([C:17]2[CH:18]=[CH:19][N:20]=[CH:21][CH:22]=2)[S:14][C:13]=1[C:23]([OH:25])=[O:24] |f:4.5|. Reported procedure: Ethyl 3-(2-naphthylmethyl)-5-pyridin-4-ylthiophene-2-carboxylate (80.0 mg, 0.214 mmol) was placed in a round bottomed flask equipped with a stirbar. Methanol (3 mL, 70 mmol) and tetrahydrofuran (3 mL, 40 mmol) were added followed by water (2 mL, 100 mmol). The resulting solution was stirred and lithium hydroxide in water (1.0 M, 0.643 mL, 0.643 mmol) was added. The flask was sealed and stirred overnight at RT. LCMS of an aliquot indicated that all starting material had been consumed to give a si... The product is C1=C(C=CC2=CC=CC=C12)CC1=C(SC(=C1)C1=CC=NC=C1)C(=O)O (3-(2-naphthylmethyl)-5-pyridin-4-ylthiophene-2-carboxylic acid). The reactants are C1=C(C=CC2=CC=CC=C12)CC1=C(SC(=C1)C1=CC=NC=C1)C(=O)OCC (Ethyl 3-(2-naphthylmethyl)-5-pyridin-4-ylthiophene-2-carboxylate), O (water), CO (Methanol), O1CCCC1 (tetrahydrofuran), [OH-].[Li+] (lithium hydroxide), O (water). Starting materials: NCCC1=CC=C(C(=O)OC)C=C1 (methyl 4-(2-aminoethyl)benzoate), ClCCCS(=O)(=O)Cl (3-chloropropane-1-sulfonyl chloride). Product: O=S1(N(CCC1)CCC1=CC=C(C(=O)OC)C=C1)=O (methyl 4-[2-(1,1-dioxo-1λ6-isothiazolidin-2-yl)ethyl]benzoate). As a reaction SMILES: [NH2:1][CH2:2][CH2:3][C:4]1[CH:13]=[CH:12][C:7]([C:8]([O:10][CH3:11])=[O:9])=[CH:6][CH:5]=1.Cl[CH2:15][CH2:16][CH2:17][S:18](Cl)(=[O:20])=[O:19]>>[O:19]=[S:18]1(=[O:20])[CH2:17][CH2:16][CH2:15][N:1]1[CH2:2][CH2:3][C:4]1[CH:13]=[CH:12][C:7]([C:8]([O:10][CH3:11])=[O:9])=[CH:6][CH:5]=1. Procedure details: Using methyl 4-(2-aminoethyl)benzoate (0.78 g) and 3-chloropropane-1-sulfonyl chloride (0.69 mL) and by the reaction and treatment in the same manner as in Preparation Example 17, the title compound (1.00 g) was obtained. The reactants are [N+](=O)([O-])C=1C(=C(C2=C(N=CS2)C1)Cl)N (5-nitro-6-amino-7-chlorobenzothiazole), N(=O)OS(O)(=O)=O (nitrososulfuric acid), CCOC(=O)C (EtOAc), H3. Run in S(O)(O)(=O)=O (sulfuric acid). Run at temperature 25 celsius, time 12 hour. The product is [N+](=O)([O-])C=1C=C(C2=C(N=CS2)C1)Cl (5-Nitro-7-chlorobenzothiazole). The yield is 61.5%. RXN SMILES: [N+:1]([C:4]1[C:5](N)=[C:6]([Cl:13])[C:7]2[S:11][CH:10]=[N:9][C:8]=2[CH:12]=1)([O-:3])=[O:2].N(OS(=O)(=O)O)=O.CCOC(C)=O>S(=O)(=O)(O)O>[N+:1]([C:4]1[CH:5]=[C:6]([Cl:13])[C:7]2[S:11][CH:10]=[N:9][C:8]=2[CH:12]=1)([O-:3])=[O:2]. Procedure: To a solution of 5-nitro-6-amino-7-chlorobenzothiazole (0.21 g, 0.91 mmol) in 4 mL of sulfuric acid was added nitrososulfuric acid (0.20 g, 1.6 mmol) in a portion. The resulting reaction mixture was stirred for 12 h at 25° C. It was then cooled to 0° C. and 0.3 mL of H3 PO2 was added into the mixture. Reaction mixture was stirred for another 12 h at 25° C. and for 2 h at 50° C., poured into EtOAc and washed with aq. NaHCO3. Organic layer was dried over Na2SO4 and concentrated in vacuo to provide... Starting materials: FC1=CC(=C(C(=O)O)C=C1F)[N+](=O)[O-] (4,5-difluoro-2-nitrobenzoic acid), FC=1C=C(C(=O)O)C=CC1F (3,4-difluorobenzoic acid). Product: CC(=O)C1=CC(=C(C=C1)F)F (3,4-difluoroacetophenone). As a reaction SMILES: [F:1][C:2]1[C:10]([F:11])=[CH:9][C:5]([C:6]([OH:8])=O)=[C:4]([N+]([O-])=O)[CH:3]=1.F[C:16]1C=C(C=CC=1F)C(O)=O>>[CH3:16][C:6]([C:5]1[CH:4]=[CH:3][C:2]([F:1])=[C:10]([F:11])[CH:9]=1)=[O:8]. Reported procedure: Briefly, the benzoyl ester derivatives of formula II are prepared by reacting 5-fluoro-4-halo-2-nitrobenzoic acid with a chlorinating agent, such as thionyl chloride or trichlorophosphorous, followed by reacting the acid chloride so formed with a dialkylmalonate. The 4,5-difluoro-2-nitrobenzoic acid starting material can be prepared by nitration in mixed acid of 3,4-difluorobenzoic acid, which is obtained by oxidation 3,4-difluoroacetophenone. The 4- chloro-5-fluoro-2-nitrobenzoic acid starting ... Starting materials: COC(C1=CC(=C(C=C1)N)N)=O (3,4-diamino-benzoic acid methyl ester), COC1=CC2=C(NC(=N2)CCCNC)C=C1OC ([3-(5,6-dimethoxy-1H-benzoimidazol-2-yl)-propyl]-methyl-amine). Yields the product COC(=O)C1=CC2=C(NC(=N2)CCCNC)C=C1 (2-(3-Methylamino-propyl)-1H-benzoimidazole-5-carboxylic acid methyl ester). As a reaction SMILES: [CH3:1][O:2][C:3](=[O:12])[C:4]1[CH:9]=[CH:8][C:7]([NH2:10])=[C:6]([NH2:11])[CH:5]=1.CO[C:15]1C(OC)=C[C:18]2[NH:19][C:20](CCCNC)=N[C:17]=2[CH:16]=1>>[CH3:1][O:2][C:3]([C:4]1[CH:9]=[CH:8][C:7]2[NH:10][C:15]([CH2:16][CH2:17][CH2:18][NH:19][CH3:20])=[N:11][C:6]=2[CH:5]=1)=[O:12]. Procedure: Prepared from 3,4-diamino-benzoic acid methyl ester (Eur. J. Med. Chem. 2004, 39(3), 291-298) in analogy to the methods described for [3-(5,6-dimethoxy-1H-benzoimidazol-2-yl)-propyl]-methyl-amine. Starting materials: C[C@]12CC[C@H]3[C@H]([C@@H]1CCC2=O)CC=C4[C@@]3(CC[C@@H](C4)O)C (Dehydroepiandrosterone), N1=CC=CC=C1 (pyridine), O (water). The solvent is anhydride acetic. Reaction conditions: time 16 hour. Product: C(C)(=O)OC1CC2=CC[C@H]3[C@@H]4CCC([C@@]4(C)CC[C@@H]3[C@]2(CC1)C)=O (3-acetoxy-5-androstene-17-one). RXN SMILES: [CH3:1][C@@:2]12[C:10](=[O:11])[CH2:9][CH2:8][C@H:7]1[C@@H:6]1[CH2:12][CH:13]=[C:14]3[CH2:19][C@@H:18]([OH:20])[CH2:17][CH2:16][C@:15]3([CH3:21])[C@H:5]1[CH2:4][CH2:3]2.[OH2:22].N1[CH:28]=[CH:27]C=CC=1>>[C:27]([O:20][CH:18]1[CH2:17][CH2:16][C@@:15]2([CH3:21])[C:14](=[CH:13][CH2:12][C@@H:6]3[C@@H:5]2[CH2:4][CH2:3][C@@:2]2([CH3:1])[C@H:7]3[CH2:8][CH2:9][C:10]2=[O:11])[CH2:19]1)(=[O:22])[CH3:28]. Procedure details: Dehydroepiandrosterone (2.88 g, 10 mmol) is dissolved in a mixture (100 ml) of anhydride acetic and pyridine (1:1 v/v) and left at room temperature for 16 h. The mixture is then poured carefully into iced water and after 16 h, crystals are filtered and dried in vacuo. Reactants: C(CC(O)(C(=O)O)CC(=O)O)(=O)O (citric acid), CS(=O)C (DMSO), O=P12OP3(=O)OP(=O)(O1)OP(=O)(O2)O3 (phosphorus pentoxide), C(C)C1=NC2=CC=C(N=C2C(=C1)OCC1=CC=C(C=C1)C1=C(C=CC=C1)C=1N=NN(N1)C(C1=CC=CC=C1)(C1=CC=CC=C1)C1=CC=CC=C1)OCCO (2-ethyl-6-(2-hydroxyethoxy)-4-[(2'-(2-triphenylmethyl-2H-tetrazol-5-yl)biphenyl-4-yl)methoxy]-1,5-naphthyridine). Run in ClCCl (dichloromethane), C(C)N(CC)CC (Triethylamine). Reaction conditions: time 1 hour. Yields the product C(C)C1=NC2=CC=C(N=C2C(=C1)OCC1=CC=C(C=C1)C1=C(C=CC=C1)C=1N=NN(N1)C(C1=CC=CC=C1)(C1=CC=CC=C1)C1=CC=CC=C1)OCC=O (2-ethyl-6-(formylmethoxy)-4-[(2'-(2-triphenylmethyl-2H-tetrazol-5-yl)biphenyl-4-yl)methoxy]-1,5-naphthyridine). Yield: 46.1%. As a reaction SMILES: CS(C)=O.O=P12OP3(OP(OP(O3)(O1)=O)(=O)O2)=O.[CH2:19]([C:21]1[CH:30]=[C:29]([O:31][CH2:32][C:33]2[CH:38]=[CH:37][C:36]([C:39]3[CH:44]=[CH:43][CH:42]=[CH:41][C:40]=3[C:45]3[N:46]=[N:47][N:48]([C:50]([C:63]4[CH:68]=[CH:67][CH:66]=[CH:65][CH:64]=4)([C:57]4[CH:62]=[CH:61][CH:60]=[CH:59][CH:58]=4)[C:51]4[CH:56]=[CH:55][CH:54]=[CH:53][CH:52]=4)[N:49]=3)=[CH:35][CH:34]=2)[C:28]2[C:23](=[CH:24][CH:25]=[C:26]([O:69][CH2:70][CH2:71][OH:72])[N:27]=2)[N:22]=1)[CH3:20].C(O)(=O)CC(CC(O)=O)(C(O)=O)O>ClCCl.C(N(CC)CC)C>[CH2:19]([C:21]1[CH:30]=[C:29]([O:31][CH2:32][C:33]2[CH:34]=[CH:35][C:36]([C:39]3[CH:44]=[CH:43][CH:42]=[CH:41][C:40]=3[C:45]3[N:46]=[N:47][N:48]([C:50]([C:63]4[CH:64]=[CH:65][CH:66]=[CH:67][CH:68]=4)([C:57]4[CH:58]=[CH:59][CH:60]=[CH:61][CH:62]=4)[C:51]4[CH:56]=[CH:55][CH:54]=[CH:53][CH:52]=4)[N:49]=3)=[CH:37][CH:38]=2)[C:28]2[C:23](=[CH:24][CH:25]=[C:26]([O:69][CH2:70][CH:71]=[O:72])[N:27]=2)[N:22]=1)[CH3:20]. Procedure details: DMSO (2.0 ml) and phosphorus pentoxide (4.0 g) were added to a solution of 2-ethyl-6-(2-hydroxyethoxy)-4-[(2'-(2-triphenylmethyl-2H-tetrazol-5-yl)biphenyl-4-yl)methoxy]-1,5-naphthyridine (1.0 g) in dichloromethane (20 ml) at 0° C. The mixture was stirred at ambient temperature for 1 hour and then cooled again to 0° C. Triethylamine (0.69 ml) was added and stirring was continued for 30 minutes. 1M citric acid solution (20 ml) was added and the organic phase was separated and dried (MgSO4). The so...